From a dataset of the Open Reaction Database (ORD), a public repository of structured organic reaction records. describe an organic reaction: reactants, conditions, products, and yield The reactants are CN(C)C=O, O=C1CCC(=O)N1Cl, Nc1cccc2c1CCCC2=O, O. The product is Nc1ccc(Cl)c2c1CCCC2=O. Reaction SMILES: [CH3:22][N:23]([CH3:24])[CH:25]=[O:26].[Cl:13][N:14]1[C:15](=[O:16])[CH2:17][CH2:18][C:19]1=[O:20].[NH2:1][c:2]1[c:3]2[c:8]([cH:9][cH:10][cH:11]1)[C:7](=[O:12])[CH2:6][CH2:5][CH2:4]2.[OH2:21]>>[NH2:1][c:2]1[c:3]2[c:8]([c:9]([Cl:13])[cH:10][cH:11]1)[C:7](=[O:12])[CH2:6][CH2:5][CH2:4]2. The reactants are C(C)(=O)O (Acetic acid), [BH3-]C#N.[Na+] (NaCNBH3), C(C)OC(C)OC1=C(C2=C(OCO2)C=C1)C=O (5-(1-ethoxyethoxy)-4-formyl-1,3-benzodioxole), CN1CCNCC1 (1-methylpiperazine). Solvent: CC#N (CH3CN). Run at time 3 hour. Yields the product C(C)OC(C)OC1=C(C2=C(OCO2)C=C1)CN1CCN(CC1)C (5-(1-ethoxyethoxy)-4-(4-methyl-piperazinylmethyl)-1,3-benzodioxole). Isolated yield 74.0%. RXN SMILES: [BH3-]C#N.[Na+].[CH2:5]([O:7][CH:8]([O:10][C:11]1[CH:19]=[CH:18][C:14]2[O:15][CH2:16][O:17][C:13]=2[C:12]=1[CH:20]=O)[CH3:9])[CH3:6].[CH3:22][N:23]1[CH2:28][CH2:27][NH:26][CH2:25][CH2:24]1.C(O)(=O)C>CC#N>[CH2:5]([O:7][CH:8]([O:10][C:11]1[CH:19]=[CH:18][C:14]2[O:15][CH2:16][O:17][C:13]=2[C:12]=1[CH2:20][N:26]1[CH2:27][CH2:28][N:23]([CH3:22])[CH2:24][CH2:25]1)[CH3:9])[CH3:6] |f:0.1|. Procedure: NaCNBH3 (6.4 g, 101.8 mmol) was added to a stirred solution of 5-(1-ethoxyethoxy)-4-formyl-1,3-benzodioxole (16.0 g, 67.2 mmol) and 1-methylpiperazine (20.2 g, 201.7 mmol) in CH3CN (150 ml). Acetic acid (10 ml) was added dropwise to the solution in one hour at room temperature, to keep the pH neutral (pH=7). After 3 hours of additional stirring, most of the CH3CN was evaporated in vacuo. Aqueous NaOH (2N, 300 ml) was added and the resulting mixture was extracted with diethyl ether (3 times). The... Starting materials: NN1C(C2=CC=CC=C2C(=N1)C(F)(F)F)=O (2-amino-4-(trifluoromethyl)phthalazin-1(2H)-one), CC(CC(=O)O)(C)C1=CC=CC=C1 (3-methyl-3-phenylbutanoic acid). Yields the product CC(CC(=O)NN1C(C2=CC=CC=C2C(=N1)C(F)(F)F)=O)(C)C1=CC=CC=C1 (3-methyl-N-[1-oxo-4-(trifluoromethyl)phthalazin-2(1H)-yl]-3-phenylbutanamide). RXN SMILES: [NH2:1][N:2]1[N:11]=[C:10]([C:12]([F:15])([F:14])[F:13])[C:9]2[C:4](=[CH:5][CH:6]=[CH:7][CH:8]=2)[C:3]1=[O:16].[CH3:17][C:18]([C:24]1[CH:29]=[CH:28][CH:27]=[CH:26][CH:25]=1)([CH3:23])[CH2:19][C:20](O)=[O:21]>>[CH3:23][C:18]([C:24]1[CH:29]=[CH:28][CH:27]=[CH:26][CH:25]=1)([CH3:17])[CH2:19][C:20]([NH:1][N:2]1[N:11]=[C:10]([C:12]([F:15])([F:13])[F:14])[C:9]2[C:4](=[CH:5][CH:6]=[CH:7][CH:8]=2)[C:3]1=[O:16])=[O:21]. Procedure details: The product of Example 11B and 3-methyl-3-phenylbutanoic acid were processed using a method similar to that described in Example 17C to afford the title compound. 1H NMR (400 MHz, DMSO-d6) δ ppm 11.58-11.60 (bs, 1H), 8.43 (dd, J=7.9, 1.3 Hz, 1H), 8.11-8.15 (m, 1H), 7.97-8.07 (m, 2H), 7.43-7.46 (m, 2H), 7.28-7.36 (m, 2H), 7.16-7.21 (m, 1H), 2.66 (s, 2H), 1.46 (s, 6H); MS (ESI) m/z 390 (M+H)+. Reactants: ClC(C(O)O)(Cl)Cl (chloral hydrate), S(=O)(=O)([O-])[O-].[Na+].[Na+] (sodium sulfate), Cl.NO (hydroxylamine hydrochloride), FC=1C=C(N)C=C(C1)F (3,5-difluoroaniline), Cl (hydrochloric acid). Run in O (water), O (water), O (water). Conditions: time 16 hour. The product is ClC=1C=C(C=C(C1)Cl)NC(C=NO)=O (N-(3,5-Dichlorophenyl)-2-hydroxyiminoacetamide). The yield is 84.0%. As a reaction SMILES: F[C:2]1[CH:3]=[C:4]([CH:6]=[C:7](F)[CH:8]=1)[NH2:5].[ClH:10].Cl[C:12](Cl)(Cl)[CH:13]([OH:15])O.S([O-])([O-])(=O)=O.[Na+].[Na+].[ClH:25].[NH2:26][OH:27]>O>[Cl:10][C:2]1[CH:3]=[C:4]([NH:5][C:13](=[O:15])[CH:12]=[N:26][OH:27])[CH:6]=[C:7]([Cl:25])[CH:8]=1 |f:3.4.5,6.7|. Procedure: A suspension of 3,5-difluoroaniline (10 g, 0.0617 mol) in water (40 ml) and 37 per cent strength hydrochloric acid (5.3 ml, 0.066 mol) was added to a solution of chloral hydrate (11 g, 0.066 mol) and sodium sulfate (70 g) in water (240 ml). A solution of hydroxylamine hydrochloride (13.5 g, 0.195 mmol) in water (60 ml) was added to this mixture. The reaction mixture was boiled under reflux for 1 h, during which a clear reaction solution formed, from which a reaction product already precipitated ...